This data is from the Open Reaction Database (ORD), a public repository of structured organic reaction records. The task is: describe an organic reaction: reactants, conditions, products, and yield The reactants are O(C1=CC=CC=C1)C1=CC=C(C=C1)NCC=1C=NC=CC1 (N-(4-phenoxypheny)pyridin-3-ylmethylamine), FC(CS(=O)(=O)Cl)(F)F (2,2,2-trifluoroethanesulfonyl chloride). The product is O(C1=CC=CC=C1)C1=CC=C(C=C1)N(S(=O)(=O)CC(F)(F)F)CC=1C=NC=CC1 (N-(4-(Phenoxy)phenyl)-N-(2,2,2-trifluoroethanesulfonyl)pyrid-3-ylmethylamine). RXN SMILES: [O:1]([C:8]1[CH:13]=[CH:12][C:11]([NH:14][CH2:15][C:16]2[CH:17]=[N:18][CH:19]=[CH:20][CH:21]=2)=[CH:10][CH:9]=1)[C:2]1[CH:7]=[CH:6][CH:5]=[CH:4][CH:3]=1.[F:22][C:23]([F:30])([F:29])[CH2:24][S:25](Cl)(=[O:27])=[O:26]>>[O:1]([C:8]1[CH:13]=[CH:12][C:11]([N:14]([CH2:15][C:16]2[CH:17]=[N:18][CH:19]=[CH:20][CH:21]=2)[S:25]([CH2:24][C:23]([F:30])([F:29])[F:22])(=[O:27])=[O:26])=[CH:10][CH:9]=1)[C:2]1[CH:7]=[CH:6][CH:5]=[CH:4][CH:3]=1. Procedure: Using the method of Example 343 using N-(4-phenoxypheny)pyridin-3-ylmethylamine and 2,2,2-trifluoroethanesulfonyl chloride (Aldrich) and purifying via preparative HPLC eluting with 90:10 to 70:30 DCM/ethyl acetate gave the title compound. Anal Calcd for C20H17F3N2O3S: C, 56.87; H, 4.06; N, 6.63. Found: C, 56.76; H, 4.09; N, 6.69. MS found 423.1 [M+H]+ Starting materials: CC(=O)O, CC(=O)[O-], CCOC(C)=O, Cc1ccnc(OCc2ccc(C=O)cc2)c1, C[N+](=O)[O-], [NH4+], O. RXN SMILES: [CH3:1][C:2](=[O:3])[OH:4].[CH3:27][C:28](=[O:29])[O-:30].[CH3:31][CH2:32][O:33][C:34](=[O:35])[CH3:36].[CH3:5][c:6]1[cH:7][c:8]([O:12][CH2:13][c:14]2[cH:15][cH:16][c:17]([CH:18]=[O:19])[cH:20][cH:21]2)[n:9][cH:10][cH:11]1.[N+:22](=[O:23])([O-:24])[CH3:25].[NH4+:26].[OH2:37]>>[CH3:5][c:6]1[cH:7][c:8]([O:12][CH2:13][c:14]2[cH:15][cH:16][c:17]([CH:18]=[CH:25][N+:22](=[O:23])[O-:24])[cH:20][cH:21]2)[n:9][cH:10][cH:11]1. Yields the product Cc1ccnc(OCc2ccc(C=C[N+](=O)[O-])cc2)c1. The reactants are N(=[N+]=[N-])C[C@H](O[Si](CC)(CC)CC)C=1C=CC(=C(C1)NS(=O)(=O)C)OCC1=CC=CC=C1 (N-[5-((R)-2-azido-1-triethylsilyloxyethyl)-2-benzyloxyphenyl]methanesulfonamide), C(Cl)Cl (methylene chloride). Reagents/catalysts: [C].[Pd] (palladium-carbon). The solvent is CO (methanol). Reaction conditions: time 5 hour. Yields the product NC[C@H](O[Si](CC)(CC)CC)C=1C=CC(=C(C1)NS(=O)(=O)C)O (N-[5-((R)-2-amino-1-triethylsilyloxyethyl)-2-hydroxyphenyl]methanesulfonamide). As a reaction SMILES: [N:1]([CH2:4][C@@H:5]([C:14]1[CH:15]=[CH:16][C:17]([O:25]CC2C=CC=CC=2)=[C:18]([NH:20][S:21]([CH3:24])(=[O:23])=[O:22])[CH:19]=1)[O:6][Si:7]([CH2:12][CH3:13])([CH2:10][CH3:11])[CH2:8][CH3:9])=[N+]=[N-].C(Cl)Cl>CO.[C].[Pd]>[NH2:1][CH2:4][C@@H:5]([C:14]1[CH:15]=[CH:16][C:17]([OH:25])=[C:18]([NH:20][S:21]([CH3:24])(=[O:22])=[O:23])[CH:19]=1)[O:6][Si:7]([CH2:10][CH3:11])([CH2:8][CH3:9])[CH2:12][CH3:13] |f:3.4|. Procedure details: A suspension of N-[5-((R)-2-azido-1-triethylsilyloxyethyl)-2-benzyloxyphenyl]methanesulfonamide (1.84 g) and 10% palladium-carbon (0.18 g) in methanol (15 mL) /methylene chloride (15 mL) was stirred at room temperature for 5 hrs under an atmosphere of hydrogen. The catalyst was removed by filtration, and the solvent was evaporated under reduced pressure to afford N-[5-((R)-2-amino-1-triethylsilyloxyethyl)-2-hydroxyphenyl]methanesulfonamide as a crude product. The crude N-[5-((R)-2-amino-1-trieth... Product: COC(=O)Cc1ccc(C#Cc2cc(CBr)c3c(c2)C(C)(C)CC(C)(C)O3)cc1. As a reaction SMILES: [Br:49][N:50]1[C:51](=[O:52])[CH2:53][CH2:54][C:55]1=[O:56].[CH3:1][O:2][C:3]([CH2:4][c:5]1[cH:6][cH:7][c:8]([C:11]#[C:12][c:13]2[cH:14][c:15]3[c:20]([c:21]([CH2:23][OH:24])[cH:22]2)[O:19][C:18]([CH3:25])([CH3:26])[CH2:17][C:16]3([CH3:27])[CH3:28])[cH:9][cH:10]1)=[O:29].[Cl:57][CH2:58][Cl:59].[c:30]1([P:31]([c:32]2[cH:33][cH:34][cH:35][cH:36][cH:37]2)[c:38]2[cH:39][cH:40][cH:41][cH:42][cH:43]2)[cH:44][cH:45][cH:46][cH:47][cH:48]1>>[CH3:1][O:2][C:3]([CH2:4][c:5]1[cH:6][cH:7][c:8]([C:11]#[C:12][c:13]2[cH:14][c:15]3[c:20]([c:21]([CH2:23][Br:49])[cH:22]2)[O:19][C:18]([CH3:25])([CH3:26])[CH2:17][C:16]3([CH3:27])[CH3:28])[cH:9][cH:10]1)=[O:29]. Starting materials: O=C1CCC(=O)N1Br, COC(=O)Cc1ccc(C#Cc2cc(CO)c3c(c2)C(C)(C)CC(C)(C)O3)cc1, ClCCl, c1ccc(P(c2ccccc2)c2ccccc2)cc1. The reactants are Cl.FC1=CC=C(C=C1)C1(CCC1)C1NCCC2=CC=C(C=C12)OCCNS(=O)(=O)CCC (N-[2-({1-[1-(4-fluorophenyl)cyclobutyl]-1,2,3,4-tetrahydroisoquinolin-7-yl}oxy)ethyl]propane-1-sulfonamide hydrochloride), ClC1=CC=C(C=C1)C1(CCC1)C1=NCC(C2=CC=C(C=C12)OCCN)(C)C (2-({1-[1-(4-chlorophenyl)cyclobutyl]-4,4-dimethyl-3,4-dihydroisoquinolin-7-yl}oxy)ethanamine). Product: Cl.ClC1=CC=C(C=C1)C1(CCC1)C1NCC(C2=CC=C(C=C12)OCCNS(=O)(=O)CCC)(C)C (N-[2-({1-[1-(4-Chlorophenyl)cyclobutyl]-4,4-dimethyl-1,2,3,4-tetrahydroisoquinolin-7-yl}oxy)ethyl]propane-1-sulfonamide hydrochloride). RXN SMILES: Cl.FC1C=CC(C2(C3C4C(=CC=C(OCCN[S:27]([CH2:30][CH2:31][CH3:32])(=[O:29])=[O:28])C=4)CCN3)CCC2)=CC=1.[Cl:33][C:34]1[CH:39]=[CH:38][C:37]([C:40]2([C:44]3[C:53]4[C:48](=[CH:49][CH:50]=[C:51]([O:54][CH2:55][CH2:56][NH2:57])[CH:52]=4)[C:47]([CH3:59])([CH3:58])[CH2:46][N:45]=3)[CH2:43][CH2:42][CH2:41]2)=[CH:36][CH:35]=1>>[ClH:33].[Cl:33][C:34]1[CH:39]=[CH:38][C:37]([C:40]2([CH:44]3[C:53]4[C:48](=[CH:49][CH:50]=[C:51]([O:54][CH2:55][CH2:56][NH:57][S:27]([CH2:30][CH2:31][CH3:32])(=[O:29])=[O:28])[CH:52]=4)[C:47]([CH3:59])([CH3:58])[CH2:46][NH:45]3)[CH2:43][CH2:42][CH2:41]2)=[CH:36][CH:35]=1 |f:0.1,3.4|. Procedure: N-[2-({1-[1-(4-Chlorophenyl)cyclobutyl]-4,4-dimethyl-1,2,3,4-tetrahydroisoquinolin-7-yl}oxy)ethyl]propane-1-sulfonamide hydrochloride was prepared analogously to N-[2-({1-[1-(4-fluorophenyl)cyclobutyl]-1,2,3,4-tetrahydroisoquinolin-7-yl}oxy)ethyl]propane-1-sulfonamide hydrochloride (cf. example 65) using 2-({1-[1-(4-chlorophenyl)cyclobutyl]-4,4-dimethyl-3,4-dihydroisoquinolin-7-yl}oxy)ethanamine in place of 2-({1-[1-(4-fluorophenyl)cyclobutyl]-3,4-dihydroisoquinolin-7-yl}oxy)ethanamine. Reactants: Cn1c(=O)sc2cc(Br)ccc21, CC(C)(C)OC(=O)N1CCCCC1C(=O)NC(Cc1ccc(B2OC(C)(C)C(C)(C)O2)cc1)C(N)=O. The product is Cn1c(=O)sc2cc(-c3ccc(CC(NC(=O)C4CCCCN4C(=O)OC(C)(C)C)C(N)=O)cc3)ccc21. RXN SMILES: [Br:37][c:38]1[cH:39][c:40]2[c:41]([n:42]([CH3:46])[c:43](=[O:45])[s:44]2)[cH:47][cH:48]1.[NH2:1][C:2]([CH:3]([CH2:4][c:5]1[cH:6][cH:7][c:8]([B:11]2[O:12][C:13]([CH3:14])([CH3:15])[C:16]([CH3:17])([CH3:18])[O:19]2)[cH:9][cH:10]1)[NH:20][C:21](=[O:22])[CH:23]1[N:24]([C:29](=[O:30])[O:31][C:32]([CH3:33])([CH3:34])[CH3:35])[CH2:25][CH2:26][CH2:27][CH2:28]1)=[O:36]>>[NH2:1][C:2]([CH:3]([CH2:4][c:5]1[cH:6][cH:7][c:8](-[c:38]2[cH:39][c:40]3[c:41]([n:42]([CH3:46])[c:43](=[O:45])[s:44]3)[cH:47][cH:48]2)[cH:9][cH:10]1)[NH:20][C:21](=[O:22])[CH:23]1[N:24]([C:29](=[O:30])[O:31][C:32]([CH3:33])([CH3:34])[CH3:35])[CH2:25][CH2:26][CH2:27][CH2:28]1)=[O:36]. Reactants: ClC1=CC(=C(CN2N=CC3=CC(=CC=C23)\C=C/2\C(NC(S2)=O)=O)C=C1)C(F)(F)F ((5Z)-5-({1-[4-chloro-2-(trifluoromethyl)benzyl]-1H-indazol-5-yl}methylidene)-2,4-dioxo-1,3-thiazolidine), OC[C@H]1N(CCC1)C ((2S)-2-hydroxymethyl-1-methylpyrrolidine). Yields the product ClC1=CC(=C(CN2N=CC3=CC(=CC=C23)\C=C/2\C(N(C(S2)=O)C[C@H]2N(CCC2)C)=O)C=C1)C(F)(F)F ((5Z)-5-({1-[4-Chloro-2-(trifluoromethyl)benzyl]-1H-indazol-5-yl}methylidene)-3-{[(2S)-1-methylpyrrolidin-2-yl]methyl}-1,3-thiazolidine-2,4-dione). Reaction SMILES: [Cl:1][C:2]1[CH:25]=[CH:24][C:5]([CH2:6][N:7]2[C:15]3[C:10](=[CH:11][C:12](/[CH:16]=[C:17]4/[C:18](=[O:23])[NH:19][C:20](=[O:22])[S:21]/4)=[CH:13][CH:14]=3)[CH:9]=[N:8]2)=[C:4]([C:26]([F:29])([F:28])[F:27])[CH:3]=1.O[CH2:31][C@@H:32]1[CH2:36][CH2:35][CH2:34][N:33]1[CH3:37]>>[Cl:1][C:2]1[CH:25]=[CH:24][C:5]([CH2:6][N:7]2[C:15]3[C:10](=[CH:11][C:12](/[CH:16]=[C:17]4/[C:18](=[O:23])[N:19]([CH2:31][C@@H:32]5[CH2:36][CH2:35][CH2:34][N:33]5[CH3:37])[C:20](=[O:22])[S:21]/4)=[CH:13][CH:14]=3)[CH:9]=[N:8]2)=[C:4]([C:26]([F:27])([F:29])[F:28])[CH:3]=1. Procedure details: (5Z)-5-({1-[4-Chloro-2-(trifluoromethyl)benzyl]-1H-indazol-5-yl}methylidene)-3-{[(2S)-1-methylpyrrolidin-2-yl]methyl}-1,3-thiazolidine-2,4-dione was prepared from [(5Z)-5-({1-[4-chloro-2-(trifluoromethyl)benzyl]-1H-indazol-5-yl}methylidene)-2,4-dioxo-1,3-thiazolidine (from Example 1) and (2S)-2-hydroxymethyl-1-methylpyrrolidine following General Procedure J. Starting materials: COC1=C(CN2C(CC2CI)=O)C=CC(=C1)OC (1-(2,4-dimethoxybenzyl)-4-(iodomethyl)-2-azetidinone), C(=O)N (formamide), [C-]#N.[Na+] (sodium cyanide). Yields the product C(#N)CC1CC(N1CC1=C(C=C(C=C1)OC)OC)=O (4-(Cyanomethyl)-1-(2,4-dimethoxybenzyl)-2-azetidinone). The yield is 70.0%. RXN SMILES: [CH3:1][O:2][C:3]1[CH:16]=[C:15]([O:17][CH3:18])[CH:14]=[CH:13][C:4]=1[CH2:5][N:6]1[CH:9]([CH2:10]I)[CH2:8][C:7]1=[O:12].[CH:19]([NH2:21])=O.[C-]#N.[Na+]>>[C:19]([CH2:10][CH:9]1[N:6]([CH2:5][C:4]2[CH:13]=[CH:14][C:15]([O:17][CH3:18])=[CH:16][C:3]=2[O:2][CH3:1])[C:7](=[O:12])[CH2:8]1)#[N:21] |f:2.3|. Reported procedure: A solution of 1.2 g. (3.3 mmoles) of 1-(2,4-dimethoxybenzyl)-4-(iodomethyl)-2-azetidinone prepared according to Example 13 in 5 ml. ofddimethyl formamide is stirred with 0.35 g. (7 mmoles) of sodium cyanide for 48 hours, at room temperature. The solution is then poured onto 30 ml. of water and extracted with five 20-ml. portions of ether. The ethereal solution is dried with magnesium sulfate, decolored with activated carbon, filtered and the filtrate is evaporated in vacuo. 0.6 g. (70%) of the n... The reactants are CC(C)(C)OC(=O)NC(CN)C(=O)O, O=C([O-])O, CN(C)C=O, O=[N+]([O-])c1ccccc1F, [Na+], O. Yields the product CC(C)(C)OC(=O)NC(CNc1ccccc1[N+](=O)[O-])C(=O)O. Reaction SMILES: [C:1]([CH3:2])([CH3:3])([CH3:4])[O:5][C:6](=[O:7])[NH:8][CH:9]([C:10](=[O:11])[OH:12])[CH2:13][NH2:14].[C:25](=[O:26])([OH:27])[O-:28].[CH3:30][N:31]([CH3:32])[CH:33]=[O:34].[F:15][c:16]1[c:17]([N+:22](=[O:23])[O-:24])[cH:18][cH:19][cH:20][cH:21]1.[Na+:29].[OH2:35]>>[C:1]([CH3:2])([CH3:3])([CH3:4])[O:5][C:6](=[O:7])[NH:8][CH:9]([C:10](=[O:11])[OH:12])[CH2:13][NH:14][c:16]1[c:17]([N+:22](=[O:23])[O-:24])[cH:18][cH:19][cH:20][cH:21]1.